This data is from the Open Reaction Database (ORD), a public repository of structured organic reaction records. The task is: describe an organic reaction: reactants, conditions, products, and yield The reactants are O1[C@H](C1)COC=1C=C(C=CC1)C1=NOC2=NC=CC=C21 ((R)-3-(3-oxiranylmethoxy-phenyl)-isoxazolo[5,4-b]pyridine), S1C=CC=2CNCCC21 (4,5,6,7-tetrahydro-thieno[3,2-c]pyridine). Solvent: CN(C=O)C (dimethylformamide), C(C)O (ethanol), C(C)O (ethanol). Product: S1C=CC=2CN(CCC21)C[C@H](COC2=CC(=CC=C2)C2=NOC1=NC=CC=C12)O ((R)-1-(6,7-dihydro-4H-thieno[3,2-c]pyridin-5-yl)-3-(3-isoxazolo[5,4-b]pyridin-3-yl-phenoxy)-propan-2-ol). As a reaction SMILES: [O:1]1[CH2:3][C@@H:2]1[CH2:4][O:5][C:6]1[CH:7]=[C:8]([C:12]2[C:20]3[C:15](=[N:16][CH:17]=[CH:18][CH:19]=3)[O:14][N:13]=2)[CH:9]=[CH:10][CH:11]=1.[S:21]1[C:29]2[CH2:28][CH2:27][NH:26][CH2:25][C:24]=2[CH:23]=[CH:22]1>CN(C)C=O.C(O)C>[S:21]1[C:29]2[CH2:28][CH2:27][N:26]([CH2:3][C@@H:2]([OH:1])[CH2:4][O:5][C:6]3[CH:11]=[CH:10][CH:9]=[C:8]([C:12]4[C:20]5[C:15](=[N:16][CH:17]=[CH:18][CH:19]=5)[O:14][N:13]=4)[CH:7]=3)[CH2:25][C:24]=2[CH:23]=[CH:22]1. Procedure details: The title compound is prepared from a mixture of (R)-3-(3-oxiranylmethoxy-phenyl)-isoxazolo[5,4-b]pyridine in dimethylformamide and ethanol and 4,5,6,7-tetrahydro-thieno[3,2-c]pyridine in ethanol essentially as described above in Example 102. Purity by LC/MS=100%, [M+H]+=408. Reaction SMILES: ON=[C:3]([CH3:19])[C:4](=[N:14][NH:15][C:16]([NH2:18])=[S:17])[C:5]1[CH:10]=[CH:9][C:8]([N+:11]([O-:13])=[O:12])=[CH:7][CH:6]=1.[C:20](=O)([O-])[O-].[K+].[K+]>O>[CH3:19][C:3]1[N:18]=[C:16]([S:17][CH3:20])[N:15]=[N:14][C:4]=1[C:5]1[CH:10]=[CH:9][C:8]([N+:11]([O-:13])=[O:12])=[CH:7][CH:6]=1 |f:1.2.3|. Procedure: A mixture of 2-hydroxyimino-4'-nitropropiophenone thiosemicarbazone (15.8 g) and potassium carbonate (17.09 g) in water (145 ml) was refluxed for 30 minutes with stirring. After cooling, the mixture was filtered by suction and then methyl iodide (10.37 g) was added dropwise to the filtrate at room temperature with stirring. The resulting precipitates were collected by filtration, washed with water, and dried. The residue was purified by column chromatography on silica gel (100 g) with methylene ... Starting materials: ON=C(C(C1=CC=C(C=C1)[N+](=O)[O-])=NNC(=S)N)C (2-hydroxyimino-4'-nitropropiophenone thiosemicarbazone), C([O-])([O-])=O.[K+].[K+] (potassium carbonate). Isolated yield 44.1%. Solvent: O (water). Product: CC=1N=C(N=NC1C1=CC=C(C=C1)[N+](=O)[O-])SC (5-methyl-3-methylthio-6-(4-nitrophenyl)-1,2,4-triazine). Reactants: ClCCl, Cc1c(C(=O)OC(C)(C)C)cc(C2CCN(C)CC2)n1CCc1ccc(F)cc1, O=C(O)C(F)(F)F. Product: Cc1c(C(=O)O)cc(C2CCN(C)CC2)n1CCc1ccc(F)cc1. Reaction SMILES: [Cl:37][CH2:38][Cl:39].[F:1][c:2]1[cH:3][cH:4][c:5]([CH2:8][CH2:9][n:10]2[c:11]([CH3:29])[c:12]([C:22](=[O:23])[O:24][C:25]([CH3:26])([CH3:27])[CH3:28])[cH:13][c:14]2[CH:15]2[CH2:16][CH2:17][N:18]([CH3:21])[CH2:19][CH2:20]2)[cH:6][cH:7]1.[OH:30][C:31]([C:32]([F:33])([F:34])[F:35])=[O:36]>>[F:1][c:2]1[cH:3][cH:4][c:5]([CH2:8][CH2:9][n:10]2[c:11]([CH3:29])[c:12]([C:22](=[O:23])[OH:24])[cH:13][c:14]2[CH:15]2[CH2:16][CH2:17][N:18]([CH3:21])[CH2:19][CH2:20]2)[cH:6][cH:7]1. Reactants: O=C([O-])O, CO, [Cl-], [Na+], CCC(=O)c1cc(OC)cc2c1ccc(=O)n2CCN1CCC(N(Cc2ccc3c(c2)OCCO3)C(=O)OC(C)(C)C)CC1, [NH3+]O. RXN SMILES: [C:48](=[O:49])([O-:50])[OH:51].[CH3:53][OH:54].[Cl-:45].[Na+:52].[O:1]1[CH2:2][CH2:3][O:4][c:5]2[c:6]1[cH:7][cH:8][c:9]([CH2:11][N:12]([C:13]([O:14][C:15]([CH3:16])([CH3:17])[CH3:18])=[O:19])[CH:20]1[CH2:21][CH2:22][N:23]([CH2:26][CH2:27][n:28]3[c:29](=[O:44])[cH:30][cH:31][c:32]4[c:33]([C:40]([CH2:41][CH3:42])=[O:43])[cH:34][c:35]([O:38][CH3:39])[cH:36][c:37]34)[CH2:24][CH2:25]1)[cH:10]2.[OH:46][NH3+:47]>>[O:1]1[CH2:2][CH2:3][O:4][c:5]2[c:6]1[cH:7][cH:8][c:9]([CH2:11][N:12]([C:13]([O:14][C:15]([CH3:16])([CH3:17])[CH3:18])=[O:19])[CH:20]1[CH2:21][CH2:22][N:23]([CH2:26][CH2:27][n:28]3[c:29](=[O:44])[cH:30][cH:31][c:32]4[c:33]([C:40]([CH2:41][CH3:42])=[N:47][OH:46])[cH:34][c:35]([O:38][CH3:39])[cH:36][c:37]34)[CH2:24][CH2:25]1)[cH:10]2. The product is CCC(=NO)c1cc(OC)cc2c1ccc(=O)n2CCN1CCC(N(Cc2ccc3c(c2)OCCO3)C(=O)OC(C)(C)C)CC1. Reactants: C([O-])([O-])=O.[Na+].[Na+] (sodium carbonate), NCCOCCOCC(=O)O ([2-(2-aminoethoxy)ethoxy]acetic acid), OC1C(OC(C(C1O)O)CO)=O (3,4,5-trihydroxy-6-hydroxymethyltetrahydropyran-2-one). Solvent: CO (methanol). Product: OC(C(=O)NCCOCCOCC(=O)O)C(C(C(CO)O)O)O ({2-[2-(2,3,4,5,6-Pentahydroxyhexanoylamino)ethoxy]ethoxy}acetic acid). Reaction SMILES: C(=O)([O-])[O-].[Na+].[Na+].[NH2:7][CH2:8][CH2:9][O:10][CH2:11][CH2:12][O:13][CH2:14][C:15]([OH:17])=[O:16].[OH:18][CH:19]1[CH:24]([OH:25])[CH:23]([OH:26])[CH:22]([CH2:27][OH:28])[O:21][C:20]1=[O:29]>CO>[OH:21][CH:22]([CH:23]([OH:26])[CH:24]([OH:25])[CH:19]([OH:18])[CH2:20][OH:29])[C:27]([NH:7][CH2:8][CH2:9][O:10][CH2:11][CH2:12][O:13][CH2:14][C:15]([OH:17])=[O:16])=[O:28] |f:0.1.2|. Reported procedure: 172 mg of sodium carbonate are added to a solution of 450 mg of [2-(2-aminoethoxy)ethoxy]acetic acid and 318 mg of 3,4,5-trihydroxy-6-hydroxymethyltetrahydropyran-2-one in 10 ml of methanol, and the mixture is stirred at room temperature until the reaction has gone to completion. The reaction solution is filtered and concentrated. The residue is taken up in water and acetonitrile (1/1), resulting in the formation of 2 phases. The aqueous phase is concentrated and contains 20: Starting materials: CC1CN(c2ccnc3cc(Cl)ccc23)CC(C)N1, O=C=Nc1ccc(F)cc1. The product is CC1CN(c2ccnc3cc(Cl)ccc23)CC(C)N1C(=O)Nc1ccc(F)cc1. Reaction SMILES: [Cl:1][c:2]1[cH:3][cH:4][c:5]2[c:6]([N:12]3[CH2:13][CH:14]([CH3:19])[NH:15][CH:16]([CH3:18])[CH2:17]3)[cH:7][cH:8][n:9][c:10]2[cH:11]1.[F:20][c:21]1[cH:22][cH:23][c:24]([N:27]=[C:28]=[O:29])[cH:25][cH:26]1>>[Cl:1][c:2]1[cH:3][cH:4][c:5]2[c:6]([N:12]3[CH2:13][CH:14]([CH3:19])[N:15]([C:28]([NH:27][c:24]4[cH:23][cH:22][c:21]([F:20])[cH:26][cH:25]4)=[O:29])[CH:16]([CH3:18])[CH2:17]3)[cH:7][cH:8][n:9][c:10]2[cH:11]1.